Dataset: the Open Reaction Database (ORD), a public repository of structured organic reaction records. Task: describe an organic reaction: reactants, conditions, products, and yield Reactants: CC(=O)O, CO, Cl, Cc1cc(F)cc([N+](=O)[O-])c1C#N, [Na+], [OH-], O, O, Cl[Sn](Cl)(Cl)Cl. Yields the product Cc1cc(F)cc(N)c1C#N. RXN SMILES: [CH3:1][C:2](=[O:3])[OH:4].[CH3:28][OH:29].[ClH:5].[F:13][c:14]1[cH:15][c:16]([CH3:25])[c:17]([C:18]#[N:19])[c:20]([N+:22]([O-:23])=[O:24])[cH:21]1.[Na+:27].[OH-:26].[OH2:6].[OH2:7].[Sn:8]([Cl:9])([Cl:10])([Cl:11])[Cl:12]>>[F:13][c:14]1[cH:15][c:16]([CH3:25])[c:17]([C:18]#[N:19])[c:20]([NH2:22])[cH:21]1.